From a dataset of the Open Reaction Database (ORD), a public repository of structured organic reaction records. describe an organic reaction: reactants, conditions, products, and yield Reactants: C(CCC)[Sn](C(=C)OCC)(CCCC)CCCC (tributyl(1-ethoxyethenyl)stannane), BrC1=CC(=C(CN2N=C(C3=CC=CC=C23)C2=NC=C(C(=N2)NC2=CC=NC=C2)OC)C(=C1)F)F (2-[1-(4-bromo-2,6-difluorobenzyl)-1H-indazol-3-yl]-5-methoxy-N-(pyridin-4-yl)pyrimidin-4-amine), C(CCC)[Sn](C(=C)OCC)(CCCC)CCCC (tributyl(1-ethoxyethenyl)stannane), CN1C(CCC1)=O (1-methylpyrrolidin-2-one), C(CCC)[Sn](C(=C)OCC)(CCCC)CCCC (tributyl(1-ethoxyethenyl)stannane). The reagents and catalysts are Cl[Pd]Cl.C1(=CC=CC=C1)P(C1=CC=CC=C1)C1=CC=CC=C1 (dichloropalladium triphenylphosphane), Cl[Pd]Cl.C1(=CC=CC=C1)P(C1=CC=CC=C1)C1=CC=CC=C1 (dichloropalladium triphenylphosphane), Cl[Pd]Cl.C1(=CC=CC=C1)P(C1=CC=CC=C1)C1=CC=CC=C1 (dichloropalladium triphenylphosphane). Run in C1(=CC=CC=C1)C (toluol). Run at temperature 100 celsius, time 5 hour. The product is C(C)OC(=C)C1=CC(=C(CN2N=C(C3=CC=CC=C23)C2=NC=C(C(=N2)NC2=CC=NC=C2)OC)C(=C1)F)F (2-{1-[4-(1-ethoxyethenyl)-2,6-difluorobenzyl]-1H-indazol-3-yl}-5-methoxy-N-(pyridin-4-yl)pyrimidin-4-amine). As a reaction SMILES: Br[C:2]1[CH:32]=[C:31]([F:33])[C:5]([CH2:6][N:7]2[C:15]3[C:10](=[CH:11][CH:12]=[CH:13][CH:14]=3)[C:9]([C:16]3[N:21]=[C:20]([NH:22][C:23]4[CH:28]=[CH:27][N:26]=[CH:25][CH:24]=4)[C:19]([O:29][CH3:30])=[CH:18][N:17]=3)=[N:8]2)=[C:4]([F:34])[CH:3]=1.C([Sn](CCCC)(CCCC)[C:40]([O:42][CH2:43][CH3:44])=[CH2:41])CCC.CN1CCCC1=O>C1(C)C=CC=CC=1.Cl[Pd]Cl.C1(P(C2C=CC=CC=2)C2C=CC=CC=2)C=CC=CC=1>[CH2:43]([O:42][C:40]([C:2]1[CH:3]=[C:4]([F:34])[C:5]([CH2:6][N:7]2[C:15]3[C:10](=[CH:11][CH:12]=[CH:13][CH:14]=3)[C:9]([C:16]3[N:21]=[C:20]([NH:22][C:23]4[CH:24]=[CH:25][N:26]=[CH:27][CH:28]=4)[C:19]([O:29][CH3:30])=[CH:18][N:17]=3)=[N:8]2)=[C:31]([F:33])[CH:32]=1)=[CH2:41])[CH3:44] |f:4.5|. Procedure: 100 mg of 2-[1-(4-bromo-2,6-difluorobenzyl)-1H-indazol-3-yl]-5-methoxy-N-(pyridin-4-yl)pyrimidin-4-amine (2-12-1, 0.191 mmol, 1 eq.) was suspended in dry toluol. 1.34 mg of dichloropalladium-triphenylphosphane (1:2) (0.002 mmol, 0.01 eq.) and 71 μl of tributyl(1-ethoxyethenyl)stannane (0.21 mmol, 1.2 eq.) were added. The mixture was stirred for 5 hours at 100° C. bath temperature and for 18 hours at 120° C. bath temperature. 5 mg of dichloropalladium-triphenylphosphane (1:2) (0.007 mmol, 0.035 e... Starting materials: CCOC(=N)CS(=O)(=O)c1ccccc1, ClC(Cl)Cl, NNC(=O)c1cc2ccccc2o1. Yields the product NC(CS(=O)(=O)c1ccccc1)=NNC(=O)c1cc2ccccc2o1. Reaction SMILES: [CH2:1]([O:2][C:4]([CH2:5][S:6](=[O:7])(=[O:8])[c:9]1[cH:10][cH:11][cH:12][cH:13][cH:14]1)=[NH:15])[CH3:3].[CH:29]([Cl:30])([Cl:31])[Cl:32].[o:16]1[c:17]([C:25](=[O:26])[NH:27][NH2:28])[cH:18][c:19]2[c:20]1[cH:21][cH:22][cH:23][cH:24]2>>[C:4]([CH2:5][S:6](=[O:7])(=[O:8])[c:9]1[cH:10][cH:11][cH:12][cH:13][cH:14]1)([NH2:15])=[N:28][NH:27][C:25]([c:17]1[o:16][c:20]2[c:19]([cH:18]1)[cH:24][cH:23][cH:22][cH:21]2)=[O:26]. Starting materials: S1C=NC2=C1C=C(C=C2)NC2=CC(=C(C=N2)C2=NN=C(O2)C(=O)OC)NC(C)C (methyl 5-(6-(benzo[d]thiazol-6-ylamino)-4-(isopropylamino)pyridin-3-yl)-1,3,4-oxadiazole-2-carboxylate), CO (MeOH), [Li+].[BH4-] (LiBH4). Run in CCOC(=O)C (EtOAc), C1CCOC1 (THF). Product: S1C=NC2=C1C=C(C=C2)NC2=CC(=C(C=N2)C2=NN=C(O2)CO)NC(C)C ((5-(6-(benzo[d]thiazol-6-ylamino)-4-(isopropylamino)pyridin-3-yl)-1,3,4-oxadiazol-2-yl)methanol). Reaction SMILES: [S:1]1[C:5]2[CH:6]=[C:7]([NH:10][C:11]3[N:16]=[CH:15][C:14]([C:17]4[O:21][C:20]([C:22](OC)=[O:23])=[N:19][N:18]=4)=[C:13]([NH:26][CH:27]([CH3:29])[CH3:28])[CH:12]=3)[CH:8]=[CH:9][C:4]=2[N:3]=[CH:2]1.CO.[Li+].[BH4-]>C1COCC1.CCOC(C)=O>[S:1]1[C:5]2[CH:6]=[C:7]([NH:10][C:11]3[N:16]=[CH:15][C:14]([C:17]4[O:21][C:20]([CH2:22][OH:23])=[N:19][N:18]=4)=[C:13]([NH:26][CH:27]([CH3:29])[CH3:28])[CH:12]=3)[CH:8]=[CH:9][C:4]=2[N:3]=[CH:2]1 |f:2.3|. Procedure details: A solution of methyl 5-(6-(benzo[d]thiazol-6-ylamino)-4-(isopropylamino)pyridin-3-yl)-1,3,4-oxadiazole-2-carboxylate (200 mg) in THF (10 mL): MeOH (10 mL) was cooled to 0° C. Added LiBH4 (3 equiv.) in portions to the reaction mixture, stirred for 30 min at 0° C. Gradually the reaction temperature was raised to room temperature and stirred for 30 min. The reaction was quenched using ice pieces. The reaction mass was concentrated under reduced pressure. The residue obtained was diluted with EtOAc.... Run at time 30 minute.